From a dataset of the Open Reaction Database (ORD), a public repository of structured organic reaction records. describe an organic reaction: reactants, conditions, products, and yield The reactants are ClCCCNC(=O)C1=NSC2=C1C=CC=C2 (N-(3-chloropropyl)-1,2-benzisothiazole-3-carboxamide), Cl.ClC1=CC2=C(C(=NO2)N2CCCCC2)C=C1 (1-(6-chloro-1,2-benzisoxazol-3-yl)piperidine hydrochloride), C([O-])([O-])=O.[K+].[K+] (potassium carbonate), [I-].[Na+] (sodium iodide). Run in CN1C(CCC1)=O (N-methylpyrrolidinone). Conditions: temperature 180 celsius, time 36 hour. Yields the product Cl.ClC1=CC2=C(C(=NO2)N2CCC(CC2)CCCNC(=O)C2=NSC3=C2C=CC=C3)C=C1 (N-[3-(1-(6-Chloro-1,2-benzisoxazol-3-yl)-4-piperidinyl)propyl]-1,2-benzisothiazole-3-carboxamide hydrochloride). Yield: 29.8%. RXN SMILES: [Cl:1][CH2:2][CH2:3][CH2:4][NH:5][C:6]([C:8]1[C:12]2[CH:13]=[CH:14][CH:15]=[CH:16][C:11]=2[S:10][N:9]=1)=[O:7].Cl.[Cl:18][C:19]1[CH:33]=[CH:32][C:22]2[C:23]([N:26]3[CH2:31][CH2:30][CH2:29][CH2:28][CH2:27]3)=[N:24][O:25][C:21]=2[CH:20]=1.C(=O)([O-])[O-].[K+].[K+].[I-].[Na+]>CN1CCCC1=O>[ClH:1].[Cl:18][C:19]1[CH:33]=[CH:32][C:22]2[C:23]([N:26]3[CH2:27][CH2:28][CH:29]([CH2:2][CH2:3][CH2:4][NH:5][C:6]([C:8]4[C:12]5[CH:13]=[CH:14][CH:15]=[CH:16][C:11]=5[S:10][N:9]=4)=[O:7])[CH2:30][CH2:31]3)=[N:24][O:25][C:21]=2[CH:20]=1 |f:1.2,3.4.5,6.7,9.10|. Reported procedure: A mixture of N-(3-chloropropyl)-1,2-benzisothiazole-3-carboxamide (5.0 g), 1-(6-chloro-1,2-benzisoxazol-3-yl)piperidine hydrochloride (5.40 g), potassium carbonate (5.40 g), and sodium iodide (100 mg) in dry N-methylpyrrolidinone (100 ml), was heated to 180° C., with stirring, under nitrogen. After 36 hr, the reaction mixture was allowed to cool to room temperature and partitioned between ethyl acetate/water. The organic phase was washed with water, dried over anhydrous magnesium sulfate, filter... Starting materials: C(Cl)Cl (CH2Cl2), C(C)(=O)OCC1=C(C=C(C=C1N1C(C2=C(CC1)C1=C(S2)CCCC1)=O)F)B1OC(C(O1)(C)C)(C)C (2-(4,4,5,5-Tetramethyl-[1,3,2]dioxaborolan-2-yl)-4-fluoro-6-(1-oxo-3,4,5,6,7,8-hexahydrobenzothieno[2,3-c]pyridin-2(1H)-yl)benzyl Acetate), C(C)(=O)[O-].[K+] (potassium acetate), C(C)(=O)OCC1=C(C=C(C=C1N1C(C2=CC=3CC(CC3N2CC1)(C)C)=O)F)Br (2-Bromo-4-fluoro-6-(9-oxo-4,4-dimethyl-1,10diazatricyclo[6.4.0.02,6]-dodeca-2(6),7-dien-10-yl)benzyl Acetate), CC1(OB(OC1(C)C)B1OC(C(O1)(C)C)(C)C)C (4,4,4′,4′,5,5,5′,5′-octamethyl-2,2′-bi(1,3,2-dioxaborolane)). Reagents/catalysts: C1(=CC=CC=C1)P(C1=CC=CC=C1)[C-]1C=CC=C1.[C-]1(C=CC=C1)P(C1=CC=CC=C1)C1=CC=CC=C1.[Fe+2] (bis(diphenylphosphino)-ferrocene). Solvent: O1CCOCC1 (1,4-dioxane). Run at temperature 100 celsius. Yields the product C(C)(=O)OCC1=C(C=C(C=C1N1C(C2=CC=3CC(CC3N2CC1)(C)C)=O)F)B1OC(C(O1)(C)C)(C)C (2-(4,4,5,5-Tetramethyl-[1,3,2]dioxaborolan-2-yl)-4-fluoro-6-(9-oxo-4,4-dimethyl-1,10diazatricyclo[6.4.0.02,6]-dodeca-2(6),7-dien-10-yl)benzyl Acetate). As a reaction SMILES: C(OCC1C(N2CCC3C4CCCCC=4SC=3C2=O)=CC(F)=CC=1[B:27]1[O:31][C:30]([CH3:33])([CH3:32])[C:29]([CH3:35])([CH3:34])[O:28]1)(=O)C.[C:36]([O:39][CH2:40][C:41]1[C:46]([N:47]2[CH2:58][CH2:57][N:56]3[C:49](=[CH:50][C:51]4[CH2:52][C:53]([CH3:60])([CH3:59])[CH2:54][C:55]=43)[C:48]2=[O:61])=[CH:45][C:44]([F:62])=[CH:43][C:42]=1Br)(=[O:38])[CH3:37].CC1(C)C(C)(C)OB(B2OC(C)(C)C(C)(C)O2)O1.C([O-])(=O)C.[K+].C(Cl)Cl>C1(P([C-]2C=CC=C2)C2C=CC=CC=2)C=CC=CC=1.[C-]1(P(C2C=CC=CC=2)C2C=CC=CC=2)C=CC=C1.[Fe+2].O1CCOCC1>[C:36]([O:39][CH2:40][C:41]1[C:46]([N:47]2[CH2:58][CH2:57][N:56]3[C:49](=[CH:50][C:51]4[CH2:52][C:53]([CH3:60])([CH3:59])[CH2:54][C:55]=43)[C:48]2=[O:61])=[CH:45][C:44]([F:62])=[CH:43][C:42]=1[B:27]1[O:31][C:30]([CH3:33])([CH3:32])[C:29]([CH3:35])([CH3:34])[O:28]1)(=[O:38])[CH3:37] |f:3.4,6.7.8|. Reported procedure: Compound 110g was synthesized using the same procedure as 103g, except using 110f (450 mg, 1.0 mmol), 4,4,4′,4′,5,5,5′,5′-octamethyl-2,2′-bi(1,3,2-dioxaborolane) (635 mg, 2.5 mmol), potassium acetate (393 mg, 4.0 mmol), bis(diphenylphosphino)-ferrocene]dichloropalladium(II) complex with CH2Cl2 (Pd Cl2dppf:CH2Cl2 (1:1), 66 mg, 0.08 mmol) and 1,4-dioxane (20 mL). The reaction mixture was heated at 100° C. for 5 h. The reaction mixture was cooled to room temperature and filtered through a pad of Ce... The reactants are CC(C)=O, O=C1C(=O)N(CCCCl)c2ccccc21, [I-], [Na+], O. The product is O=C1C(=O)N(CCCI)c2ccccc21. RXN SMILES: [CH3:19][C:20](=[O:21])[CH3:22].[Cl:1][CH2:2][CH2:3][CH2:4][N:5]1[C:6](=[O:15])[C:7](=[O:14])[c:8]2[cH:9][cH:10][cH:11][cH:12][c:13]21.[I-:16].[Na+:17].[OH2:18]>>[CH2:2]([CH2:3][CH2:4][N:5]1[C:6](=[O:15])[C:7](=[O:14])[c:8]2[cH:9][cH:10][cH:11][cH:12][c:13]21)[I:16]. The reactants are crude material, C(C1=CC=CC=C1)(=O)OC[C@]12[C@@H](C3CC[C@@H]4[C@]5(CC[C@@H](C([C@@H]5CC[C@]4([C@@]3(CC1)C)C)(C)C)O)C)[C@@H](CC2)C(=C)C (((1R,3aS,5aR,5bR,7aR,9S,11aR,11bR,13bR)-9-hydroxy-5a,5b,8,8,11a-pentamethyl-1-(prop-1-en-2-yl)icosahydro-1H-cyclopenta[a]chrysen-3a-yl)methyl benzoate), C=1C=C[NH+]=CC1.[O-][Cr](=O)(=O)Cl (PCC). Run in C(Cl)Cl (CH2Cl2). Run at time 2 hour. Product: C(C1=CC=CC=C1)(=O)OC[C@]12[C@@H]([C@H]3CC[C@@H]4[C@]5(CCC(C([C@@H]5CC[C@]4([C@@]3(CC1)C)C)(C)C)=O)C)[C@@H](CC2)C(=C)C (((1R,3aS,5aR,5bR,7aR,11aR,11bR,13aR,13bR)-5a,5b,8,8,11a-pentamethyl-9-oxo-1-(prop-1-en-2-yl)icosahydro-1H-cyclopenta[a]chrysen-3a-yl)methyl benzoate). As a reaction SMILES: [C:1]([O:9][CH2:10][C@:11]12[CH2:37][CH2:36][C@@H:35]([C:38]([CH3:40])=[CH2:39])[C@@H:12]1[CH:13]1[C@@:26]([CH3:29])([CH2:27][CH2:28]2)[C@@:25]2([CH3:30])[C@@H:16]([C@:17]3([CH3:34])[C@@H:22]([CH2:23][CH2:24]2)[C:21]([CH3:32])([CH3:31])[C@@H:20]([OH:33])[CH2:19][CH2:18]3)[CH2:15][CH2:14]1)(=[O:8])[C:2]1[CH:7]=[CH:6][CH:5]=[CH:4][CH:3]=1.C1C=C[NH+]=CC=1.[O-][Cr](Cl)(=O)=O>C(Cl)Cl>[C:1]([O:9][CH2:10][C@:11]12[CH2:37][CH2:36][C@@H:35]([C:38]([CH3:40])=[CH2:39])[C@@H:12]1[C@@H:13]1[C@@:26]([CH3:29])([CH2:27][CH2:28]2)[C@@:25]2([CH3:30])[C@@H:16]([C@:17]3([CH3:34])[C@@H:22]([CH2:23][CH2:24]2)[C:21]([CH3:31])([CH3:32])[C:20](=[O:33])[CH2:19][CH2:18]3)[CH2:15][CH2:14]1)(=[O:8])[C:2]1[CH:3]=[CH:4][CH:5]=[CH:6][CH:7]=1 |f:1.2|. Reported procedure: The crude material containing ((1R,3aS,5aR,5bR,7aR,9S,11aR,11bR,13bR)-9-hydroxy-5a,5b,8,8,11a-pentamethyl-1-(prop-1-en-2-yl)icosahydro-1H-cyclopenta[a]chrysen-3a-yl)methyl benzoate (2.98 g, 5.45 mmol) from page above was dissolved in CH2Cl2 (50 ml) and treated with PCC (1.762 g, 8.18 mmol). The mixture was stirred at rt for 2 h. TLC showed no starting material and one less polar product. The mixture was filtered through celite and silica gel and the filtrate was concentrated in vacuo to afford t... The reactants are CCOCC, CCN(CC)C(=O)N(C1CCCCC1)C1CC2CCC(C1)N2C(=O)C(Cc1ccc(Cl)cc1)NC(=O)OC(C)(C)C, Cl. The product is CCN(CC)C(=O)N(C1CCCCC1)C1CC2CCC(C1)N2C(=O)C(N)Cc1ccc(Cl)cc1. As a reaction SMILES: [CH3:43][CH2:44][O:45][CH2:46][CH3:47].[Cl:1][c:2]1[cH:3][cH:4][c:5]([CH2:6][CH:7]([C:8](=[O:9])[N:10]2[CH:11]3[CH2:12][CH:13]([N:18]([C:19](=[O:20])[N:21]([CH2:22][CH3:23])[CH2:24][CH3:25])[CH:26]4[CH2:27][CH2:28][CH2:29][CH2:30][CH2:31]4)[CH2:14][CH:15]2[CH2:16][CH2:17]3)[NH:32][C:33](=[O:34])[O:35][C:36]([CH3:37])([CH3:38])[CH3:39])[cH:40][cH:41]1.[ClH:42]>>[Cl:1][c:2]1[cH:3][cH:4][c:5]([CH2:6][CH:7]([C:8](=[O:9])[N:10]2[CH:11]3[CH2:12][CH:13]([N:18]([C:19](=[O:20])[N:21]([CH2:22][CH3:23])[CH2:24][CH3:25])[CH:26]4[CH2:27][CH2:28][CH2:29][CH2:30][CH2:31]4)[CH2:14][CH:15]2[CH2:16][CH2:17]3)[NH2:32])[cH:40][cH:41]1. The reactants are ClC[C@@H]1C[C@@H](OC(O1)(C)C)CC(=O)O.CC(C)(C)Cl (chloride (4R-cis)-6-(chloromethyl)-2,2-dimethyl-1,3-dioxane-4-acetic acid, 1,1-dimethylethyl ester), CN1C(CCC1)=O (1-methyl-2-pyrrolidinone), [Cl-] (chloride). Reagents/catalysts: C(C)(=O)[O-].C(CCC)[N+](CCCC)(CCCC)CCCC (tetrabutylammonium acetate). Reaction conditions: temperature 85 celsius, time 45 minute. The product is OC[C@@H]1C[C@@H](OC(O1)(C)C)CC(=O)O ((4R-cis)-6-(Hydroxymethyl)-2,2-dimethyl-1,3-dioxane-4-acetic acid). As a reaction SMILES: Cl[CH2:2][C@H:3]1[O:8][C:7]([CH3:10])([CH3:9])[O:6][C@@H:5]([CH2:11][C:12]([OH:14])=[O:13])[CH2:4]1.CC(Cl)(C)C.[Cl-].CN1CCCC1=[O:27]>C([O-])(=O)C.C([N+](CCCC)(CCCC)CCCC)CCC>[OH:27][CH2:2][C@H:3]1[O:8][C:7]([CH3:10])([CH3:9])[O:6][C@@H:5]([CH2:11][C:12]([OH:14])=[O:13])[CH2:4]1 |f:0.1,4.5|. Reported procedure: Solid tetrabutylammonium acetate obtained as above (111 g, 0.368 mole) was added in one portion to a mechanically stirred solution of the chloride (4R-cis)-6-(chloromethyl)-2,2-dimethyl-1,3-dioxane-4-acetic acid, 1,1-dimethylethyl ester prepared in step (d) above (35 g, 0.125 mole) in HPLC grade 1-methyl-2-pyrrolidinone (504 ml) under argon. The resulting solution was stirred at 85° C. (internal temperature). After 30 to 60 minutes the reaction mixture became homogeneous and brown in color. The ...